This data is from the Open Reaction Database (ORD), a public repository of structured organic reaction records. The task is: describe an organic reaction: reactants, conditions, products, and yield Starting materials: CC1(C=2C=CC(=CC2C(CC1)(C)C)CC#CC1=CC=C(C(=O)O)C=C1)C (4-[3-(5,6,7,8-tetrahydro-5,5,8,8-tetramethyl-2-naphthyl)-1-propynyl]benzoic acid), C1(CCCCC1)NC1CCCCC1 (dicyclohexylamine), S(=O)(Cl)Cl (thionyl chloride). Solvent: ClCCl (dichloromethane). Conditions: time 1 hour. Yields the product CC1(C=2C=CC(=CC2C(CC1)(C)C)CC#CC1=CC=C(C(=O)Cl)C=C1)C (4-[3-(5,6,7,8-Tetrahydro-5,5,8,8-tetramethyl-2-naphthyl)-1-propynyl]benzoyl chloride). As a reaction SMILES: [CH3:1][C:2]1([CH3:26])[CH2:11][CH2:10][C:9]([CH3:13])([CH3:12])[C:8]2[CH:7]=[C:6]([CH2:14][C:15]#[C:16][C:17]3[CH:25]=[CH:24][C:20]([C:21](O)=[O:22])=[CH:19][CH:18]=3)[CH:5]=[CH:4][C:3]1=2.C1(NC2CCCCC2)CCCCC1.S(Cl)([Cl:42])=O>ClCCl>[CH3:1][C:2]1([CH3:26])[CH2:11][CH2:10][C:9]([CH3:13])([CH3:12])[C:8]2[CH:7]=[C:6]([CH2:14][C:15]#[C:16][C:17]3[CH:25]=[CH:24][C:20]([C:21]([Cl:42])=[O:22])=[CH:19][CH:18]=3)[CH:5]=[CH:4][C:3]1=2. Reported procedure: 2.9 g (8.3 mmol) of 4-[3-(5,6,7,8-tetrahydro-5,5,8,8-tetramethyl-2-naphthyl)-1-propynyl]benzoic acid and 100 ml of dichloromethane are introduced into a round-bottomed flask under a stream of nitrogen and 2.4 ml (12.1 mmol) of dicyclohexylamine are added dropwise. The mixture is stirred at room temperature for one hour, 1.2 ml (11.7 mmol) of thionyl chloride are added dropwise and the mixture is stirred for one hour. The reaction medium is evaporated to dryness, the residue is taken up in ethyl ... Starting materials: FC1=CC=C(C=C1)C(CC#N)=O (3-(4-fluorophenyl)-3-oxopropanenitrile), CN(C)C=O (DMF), C(=S)(SC1=CC=C(C=C1)F)SC1=CC=C(C=C1)F (Bis(4-fluorophenyl) carbonotrithioate), [H-].[Na+] (sodium hydride). Run in C1=CC=CC=C1 (benzene), C1=CC=CC=C1 (benzene). Reaction conditions: time 5 minute. Yields the product C(#N)C(C(=S)SC1=CC=C(C=C1)F)C(=O)C1=CC=C(C=C1)F (4-Fluorophenyl 2-cyano-3-(4-fluorophenyl)-3-oxopropanedithioate). Isolated yield 30.6%. RXN SMILES: [C:1]([S:11]C1C=CC(F)=CC=1)([S:3][C:4]1[CH:9]=[CH:8][C:7]([F:10])=[CH:6][CH:5]=1)=S.[H-].[Na+].[F:21][C:22]1[CH:27]=[CH:26][C:25]([C:28](=[O:32])[CH2:29][C:30]#[N:31])=[CH:24][CH:23]=1.CN(C=O)C>C1C=CC=CC=1>[C:30]([CH:29]([C:28]([C:25]1[CH:24]=[CH:23][C:22]([F:21])=[CH:27][CH:26]=1)=[O:32])[C:1]([S:3][C:4]1[CH:5]=[CH:6][C:7]([F:10])=[CH:8][CH:9]=1)=[S:11])#[N:31] |f:1.2|. Procedure: Trithiocarbonate (0.644 g, 2.15 mmol) from step (i) was added to a stirred suspension of sodium hydride (0.165 g, 0.412 mmol) in benzene (2.0 mL). Then, 3-(4-fluorophenyl)-3-oxopropanenitrile (0.320 g, 1.96 mmol) was added as a solution in benzene (2.0 mL). The reaction mixture was stirred for 5 min then DMF (2.0 mL) was added slowly. After addition was complete the reaction mixture was heated to reflux for 30 min and then allowed to cool to ambient temperature before being partitioned between H... Starting materials: N(=NC(=O)[O-])C(=O)OCC (ethyl azodicarboxylate), CCOC(=O)C=1N(C2=CC=CC(=C2C1)O)C(=O)OC(C)(C)C (4-Hydroxy-indole-1,2-dicarboxylic acid 1-tert-butyl ester 2-ethyl ester), C(C)OC1=CC2=C(C(=CO2)CO)C=C1 ((6-Ethoxy-benzofuran-3-yl)-methanol), C1(=CC=CC=C1)P(C1=CC=CC=C1)C1=CC=CC=C1 (triphenylphosphine). The solvent is C1CCOC1 (THF), C1CCOC1 (THF). Reaction conditions: temperature 0 celsius, time 16 hour. Yields the product CCOC(=O)C=1N(C2=CC=CC(=C2C1)OCC1=COC2=C1C=CC(=C2)OCC)C(=O)OC(C)(C)C (4-(6-Ethoxy-benzofuran-3-ylmethoxy)-indole-1,2-dicarboxylic acid 1-tert-butyl ester 2-ethyl ester). Reaction SMILES: [CH3:1][CH2:2][O:3][C:4]([C:6]1[N:7]([C:16]([O:18][C:19]([CH3:22])([CH3:21])[CH3:20])=[O:17])[C:8]2[C:13]([CH:14]=1)=[C:12]([OH:15])[CH:11]=[CH:10][CH:9]=2)=[O:5].[CH2:23]([O:25][C:26]1[CH:36]=[CH:35][C:29]2[C:30]([CH2:33]O)=[CH:31][O:32][C:28]=2[CH:27]=1)[CH3:24].C1(P(C2C=CC=CC=2)C2C=CC=CC=2)C=CC=CC=1.N(C(OCC)=O)=NC([O-])=O>C1COCC1>[CH3:1][CH2:2][O:3][C:4]([C:6]1[N:7]([C:16]([O:18][C:19]([CH3:21])([CH3:20])[CH3:22])=[O:17])[C:8]2[C:13]([CH:14]=1)=[C:12]([O:15][CH2:33][C:30]1[C:29]3[CH:35]=[CH:36][C:26]([O:25][CH2:23][CH3:24])=[CH:27][C:28]=3[O:32][CH:31]=1)[CH:11]=[CH:10][CH:9]=2)=[O:5]. Procedure: 4-Hydroxy-indole-1,2-dicarboxylic acid 1-tert-butyl ester 2-ethyl ester (2) (5.2 g, 17.2 mmol), (6-ethoxy-benzofuran-3-yl)-methanol (28a) (3.3 g, 17.2 mmol) and triphenylphosphine (5.4 g, 20.6 mmol) are dissolved in 30 ml of THF and cooled to 0° C. Then 40% ethyl azodicarboxylate solution in THF (9 ml, 20.6 mmol) is added drop wise. After completed addition the mixture is stirred for 16 h (TLC control) at rt. Then the mixture is evaporated under reduced pressure. The residue is diluted with ethy... The reactants are ClCCl, OCc1cc2cc(Cl)ncc2[nH]1. The product is O=Cc1cc2cc(Cl)ncc2[nH]1. RXN SMILES: [CH2:13]([Cl:14])[Cl:15].[Cl:1][c:2]1[cH:3][c:4]2[c:5]([cH:6][n:7]1)[nH:8][c:9]([CH2:11][OH:12])[cH:10]2>>[Cl:1][c:2]1[cH:3][c:4]2[c:5]([cH:6][n:7]1)[nH:8][c:9]([CH:11]=[O:12])[cH:10]2. The reactants are CCO, ON=Cc1cccc(Oc2ccc(F)cc2)c1, N. The product is NCc1cccc(Oc2ccc(F)cc2)c1. Reaction SMILES: [CH3:19][CH2:20][OH:21].[F:1][c:2]1[cH:3][cH:4][c:5]([O:6][c:7]2[cH:8][c:9]([CH:10]=[N:11][OH:12])[cH:13][cH:14][cH:15]2)[cH:16][cH:17]1.[NH3:18]>>[F:1][c:2]1[cH:3][cH:4][c:5]([O:6][c:7]2[cH:8][c:9]([CH2:10][NH2:11])[cH:13][cH:14][cH:15]2)[cH:16][cH:17]1. Starting materials: C, COCOCCc1ccc(OCc2ccccc2)c(C#N)c1, CCOC(C)=O, [Pd]. Product: COCOCCc1ccc(O)c(C#N)c1. As a reaction SMILES: [C:29].[CH2:1]([c:2]1[cH:3][cH:4][cH:5][cH:6][cH:7]1)[O:8][c:9]1[c:10]([C:11]#[N:12])[cH:13][c:14]([CH2:17][CH2:18][O:19][CH2:20][O:21][CH3:22])[cH:15][cH:16]1.[CH3:23][CH2:24][O:25][C:26](=[O:27])[CH3:28].[Pd:30]>>[OH:8][c:9]1[c:10]([C:11]#[N:12])[cH:13][c:14]([CH2:17][CH2:18][O:19][CH2:20][O:21][CH3:22])[cH:15][cH:16]1. The reactants are ClC1=C(C=NC=2N1N=CC2C(=O)OCC)C(=O)N2CCC1(CC2)COC2=C1C=CC=C2 (7-Chloro-3-ethoxycarbonyl-6-(2H-spiro[benzofuran-3,4′-piperidine]-1′-ylcarbonyl)pyrazolo[1,5-a]pyrimidine), CC1=C(N)C=C(C=C1)C (2,5-dimethylaniline). The product is CC1=C(C=C(C=C1)C)NC1=C(C=NC=2N1N=CC2C(=O)OCC)C(=O)N2CCC1(CC2)COC2=C1C=CC=C2 (7-(2,5-Dimethylphenylamino)-3-ethoxycarbonyl-6-(2H-spiro[benzofuran-3,4′-piperidine]-1′-ylcarbonyl)pyrazolo[1,5-a]pyrimidine). Isolated yield 88.1%. As a reaction SMILES: Cl[C:2]1[N:7]2[N:8]=[CH:9][C:10]([C:11]([O:13][CH2:14][CH3:15])=[O:12])=[C:6]2[N:5]=[CH:4][C:3]=1[C:16]([N:18]1[CH2:23][CH2:22][C:21]2([C:27]3[CH:28]=[CH:29][CH:30]=[CH:31][C:26]=3[O:25][CH2:24]2)[CH2:20][CH2:19]1)=[O:17].[CH3:32][C:33]1[CH:39]=[CH:38][C:37]([CH3:40])=[CH:36][C:34]=1[NH2:35]>>[CH3:32][C:33]1[CH:39]=[CH:38][C:37]([CH3:40])=[CH:36][C:34]=1[NH:35][C:2]1[N:7]2[N:8]=[CH:9][C:10]([C:11]([O:13][CH2:14][CH3:15])=[O:12])=[C:6]2[N:5]=[CH:4][C:3]=1[C:16]([N:18]1[CH2:23][CH2:22][C:21]2([C:27]3[CH:28]=[CH:29][CH:30]=[CH:31][C:26]=3[O:25][CH2:24]2)[CH2:20][CH2:19]1)=[O:17]. Reported procedure: In the same manner as in Example 19, step 5 and using 7-chloro-3-ethoxycarbonyl-6-(2H-spiro[benzofuran-3,4′-piperidine]-1′-ylcarbonyl)pyrazolo[1,5-a]pyrimidine (0.24 g, 0.54 mmol) obtained in Example 128, step 2 and 2,5-dimethylaniline (0.098 g, 0.81 mmol), the title compound (0.25 g, 86%) was obtained.